From a dataset of the Open Reaction Database (ORD), a public repository of structured organic reaction records. describe an organic reaction: reactants, conditions, products, and yield Starting materials: C(CCC)C1=CC=C(C=C1)C#CC1=CC=C(CN(C=2C=CC(=C(C(=O)O)C2)F)CC2CC2)C=C1 (5-[{4-[(4-butylphenyl)ethynyl]benzyl}(cyclopropylmethyl)amino]-2-fluorobenzoic acid), CNC[C@H](O)[C@@H](O)[C@H](O)[C@H](O)CO (N-methyl-D-glucamine), CH2Cl2-3. The product is CNC[C@H](O)[C@@H](O)[C@H](O)[C@H](O)CO.C(CCC)C1=CC=C(C=C1)C#CC1=CC=C(CN(C=2C=CC(=C(C(=O)O)C2)F)CC2CC2)C=C1 (5-[{4-[(4-butylphenyl)ethynyl]benzyl}(cyclopropylmethyl)amino]-2-fluorobenzoic acid N-methyl-D-glucamine). As a reaction SMILES: [CH2:1]([C:5]1[CH:10]=[CH:9][C:8]([C:11]#[C:12][C:13]2[CH:34]=[CH:33][C:16]([CH2:17][N:18]([CH2:29][CH:30]3[CH2:32][CH2:31]3)[C:19]3[CH:20]=[CH:21][C:22]([F:28])=[C:23]([CH:27]=3)[C:24]([OH:26])=[O:25])=[CH:15][CH:14]=2)=[CH:7][CH:6]=1)[CH2:2][CH2:3][CH3:4].[CH3:35][NH:36][CH2:37][C@@H:38]([C@H:40]([C@@H:42]([C@@H:44]([CH2:46][OH:47])[OH:45])[OH:43])[OH:41])[OH:39]>>[CH3:35][NH:36][CH2:37][C@@H:38]([C@H:40]([C@@H:42]([C@@H:44]([CH2:46][OH:47])[OH:45])[OH:43])[OH:41])[OH:39].[CH2:1]([C:5]1[CH:6]=[CH:7][C:8]([C:11]#[C:12][C:13]2[CH:34]=[CH:33][C:16]([CH2:17][N:18]([CH2:29][CH:30]3[CH2:31][CH2:32]3)[C:19]3[CH:20]=[CH:21][C:22]([F:28])=[C:23]([CH:27]=3)[C:24]([OH:26])=[O:25])=[CH:15][CH:14]=2)=[CH:9][CH:10]=1)[CH2:2][CH2:3][CH3:4] |f:2.3|. Procedure details: The title compound was prepared following procedure described in example 24 from 5-[{4-[(4-butylphenyl)ethynyl]benzyl}(cyclopropylmethyl)amino]-2-fluorobenzoic acid (200 mg; 0.44 mmol) and N-methyl-D-glucamine (86 mg; 0.44 mmol) and obtained quantitatively as a brown powder. HPLC, Rt: 5.35 min purity: 98.7%), LC/MS, M−(ESI): 454.1. Analysis calculated for C30H30NO2F—C7H17−NO5-0.5 CH2Cl2-3.0 H20: calculated C, 60.27%, H, 7.28%, N, 3.75%; Found: C, 60.50%, H, 6.96%, N, 3.92%. Starting materials: II (iodine), solution, [Br-].[Mg+2].S1C=CC=C1.[Br-] (thiophene magnesium bromide), CC(C)(C)C1=NC(=NC(=C1O)C(C)(C)C)C(=O)N(C)OC (4,6-bis(1,1-dimethylethyl)-5-hydroxy-N-methoxy-N-methyl-2-pyrimidinecarboxamide), solution, BrC=1SC=CC1 (2-bromothiophene), [Mg] (magnesium). The solvent is O1CCCC1 (tetrahydrofuran), CCOCC (ether), C(C)OCC (ethyl ether), C(C)(C)O (isopropanol), C(C)OCC (ethyl ether). Reaction conditions: time 16 hour. Yields the product CC(C)(C)C1=NC(=NC(=C1O)C(C)(C)C)C(=O)C=1SC=CC1 ([4,6-Bis(1,1-dimethylethyl)-5-hydroxy-2-pyrimidinyl](2-thienyl)methanone). The yield is 73.9%. As a reaction SMILES: [Mg].II.Br[C:5]1[S:6][CH:7]=[CH:8][CH:9]=1.[Br-].[Mg+2].S1C=CC=C1.[Br-].[CH3:18][C:19]([C:22]1[C:27]([OH:28])=[C:26]([C:29]([CH3:32])([CH3:31])[CH3:30])[N:25]=[C:24]([C:33](N(OC)C)=[O:34])[N:23]=1)([CH3:21])[CH3:20]>C(OCC)C.O1CCCC1.C(O)(C)C>[CH3:21][C:19]([C:22]1[C:27]([OH:28])=[C:26]([C:29]([CH3:32])([CH3:31])[CH3:30])[N:25]=[C:24]([C:33]([C:5]2[S:6][CH:7]=[CH:8][CH:9]=2)=[O:34])[N:23]=1)([CH3:18])[CH3:20] |f:3.4.5.6|. Procedure details: To a mixture of magnesium turnings (1.22 g, 50.7 mmol) in dry ethyl ether (16 mL) under nitrogen atmosphere is added a single crystal of iodine followed by freshly distilled 2-bromothiophene (2.50 mL, 30.0 mmol) dropwise over 1 hour. This mixture is refluxed 1 hour then cooled to room temperature. The molarity of the solution (1.06M) is determined by titration of a small sample with isopropanol. A portion of this 1.06M solution of thiophene magnesium bromide in ether (3.5 mL, 3.71 mmol) is added...